Dataset: the Open Reaction Database (ORD), a public repository of structured organic reaction records. Task: describe an organic reaction: reactants, conditions, products, and yield Starting materials: [O-]S(=O)S(=O)[O-].[Na+].[Na+] (Na2S2O4), NC1=NC=C(C(=C1[N+](=O)[O-])N1CCN(CC1)CC(=O)NC=1SC=CN1)Cl (2-(4-(2-amino-5-chloro-3-nitropyridin-4-yl)piperazin-1-yl)-N-(thiazol-2-yl)acetamide), CCO (EtOH), OC1CCN(CC1)C1=CC=C(C=O)C=C1 (4-(4-hydroxypiperidin-1-yl)benzaldehyde). Reagents/catalysts: N (NH3). The solvent is C(Cl)Cl (DCM), CN(C)C=O (DMF). Reaction conditions: temperature 85 celsius. Product: ClC=1C(=C2C(=NC1)NC(=N2)C2=CC=C(C=C2)N2CCC(CC2)O)N2CCN(CC2)CC(=O)NC=2SC=CN2 (2-(4-(6-Chloro-2-(4-(4-hydroxypiperidin-1-yl)phenyl)-3H-imidazo[4,5-b]pyridin-7-yl)piperazin-1-yl)-N-(thiazol-2-yl)acetamide). As a reaction SMILES: [NH2:1][C:2]1[C:7]([N+:8]([O-])=O)=[C:6]([N:11]2[CH2:16][CH2:15][N:14]([CH2:17][C:18]([NH:20][C:21]3[S:22][CH:23]=[CH:24][N:25]=3)=[O:19])[CH2:13][CH2:12]2)[C:5]([Cl:26])=[CH:4][N:3]=1.CCO.[OH:30][CH:31]1[CH2:36][CH2:35][N:34]([C:37]2[CH:44]=[CH:43][C:40]([CH:41]=O)=[CH:39][CH:38]=2)[CH2:33][CH2:32]1.[O-]S(S([O-])=O)=O.[Na+].[Na+]>C(Cl)Cl.N.CN(C=O)C>[Cl:26][C:5]1[C:6]([N:11]2[CH2:16][CH2:15][N:14]([CH2:17][C:18]([NH:20][C:21]3[S:22][CH:23]=[CH:24][N:25]=3)=[O:19])[CH2:13][CH2:12]2)=[C:7]2[N:8]=[C:41]([C:40]3[CH:39]=[CH:38][C:37]([N:34]4[CH2:35][CH2:36][CH:31]([OH:30])[CH2:32][CH2:33]4)=[CH:44][CH:43]=3)[NH:1][C:2]2=[N:3][CH:4]=1 |f:3.4.5|. Procedure details: To a mixture of 2-(4-(2-amino-5-chloro-3-nitropyridin-4-yl)piperazin-1-yl)-N-(thiazol-2-yl)acetamide (0.060 g, 0.15 mmol, 1 eq), EtOH (2.6 mL) and DMF (0.35 mL), 4-(4-hydroxypiperidin-1-yl)benzaldehyde (0.034 g, 0.17 mmol, 1.1 eq) was added followed by a freshly prepared aqueous solution of Na2S2O4 (1M; 0.45 mL, 0.45 mmol). The reaction mixture was heated at 85° C. for 24 h, then allowed to cool to room temperature and diluted with DCM and a few drops of aq NH3 until complete dissolution was obs... Starting materials: NC=1N=CC2=C(N1)N(C=C2C(=O)C=2C=NC=C(C2)N)C(C)(C)C ((2-amino-7-tert-butyl-7H-pyrrolo[2,3-d]pyrimidin-5-yl)-(5-amino-pyridin-3-yl)-methanone), C(#N)C1=CC=C(C=C1)CC(=O)O (4-cyano phenyl acetic acid). Yields the product NC=1N=CC2=C(N1)N(C=C2C(=O)C=2C=C(C=NC2)NC(CC2=CC=C(C=C2)C#N)=O)C(C)(C)C (N-[5-(2-Amino-7-tert-butyl-7H-pyrrolo[2,3-d]pyrimidine-5-carbonyl)-pyridin-3-yl]-2-(4-cyano-phenyl)-acetamide). As a reaction SMILES: [NH2:1][C:2]1[N:3]=[CH:4][C:5]2[C:10]([C:11]([C:13]3[CH:14]=[N:15][CH:16]=[C:17]([NH2:19])[CH:18]=3)=[O:12])=[CH:9][N:8]([C:20]([CH3:23])([CH3:22])[CH3:21])[C:6]=2[N:7]=1.[C:24]([C:26]1[CH:31]=[CH:30][C:29]([CH2:32][C:33](O)=[O:34])=[CH:28][CH:27]=1)#[N:25]>>[NH2:1][C:2]1[N:3]=[CH:4][C:5]2[C:10]([C:11]([C:13]3[CH:18]=[C:17]([NH:19][C:33](=[O:34])[CH2:32][C:29]4[CH:30]=[CH:31][C:26]([C:24]#[N:25])=[CH:27][CH:28]=4)[CH:16]=[N:15][CH:14]=3)=[O:12])=[CH:9][N:8]([C:20]([CH3:23])([CH3:22])[CH3:21])[C:6]=2[N:7]=1. Procedure details: The title compound was prepared according to the method described for Example 1 using (2-amino-7-tert-butyl-7H-pyrrolo[2,3-d]pyrimidin-5-yl)-(5-amino-pyridin-3-yl)-methanone (see Preparation 65) and 4-cyano phenyl acetic acid to afford the title compound as off white solid in 58%, 23 mg. Starting materials: CCN(CC(OC(C)=S)c1nc2ccccc2s1)c1cccc([N+](=O)[O-])c1, CCO, CC(=O)OC(C)=O. Product: CCN(CC(OC(C)=S)c1nc2ccccc2s1)c1cccc(NC(C)=O)c1. RXN SMILES: [CH2:1]([CH3:2])[N:3]([c:4]1[cH:5][c:6]([N+:10]([O-:11])=[O:12])[cH:7][cH:8][cH:9]1)[CH2:13][CH:14]([O:15][C:16]([CH3:17])=[S:18])[c:19]1[s:20][c:21]2[c:22]([n:23]1)[cH:24][cH:25][cH:26][cH:27]2.[CH3:28][CH2:29][OH:30].[CH3:31][C:32]([O:33][C:34](=[O:35])[CH3:36])=[O:37]>>[CH2:1]([CH3:2])[N:3]([c:4]1[cH:5][c:6]([NH:10][C:29]([CH3:28])=[O:30])[cH:7][cH:8][cH:9]1)[CH2:13][CH:14]([O:15][C:16]([CH3:17])=[S:18])[c:19]1[s:20][c:21]2[c:22]([n:23]1)[cH:24][cH:25][cH:26][cH:27]2.